From a dataset of the Open Reaction Database (ORD), a public repository of structured organic reaction records. describe an organic reaction: reactants, conditions, products, and yield The reactants are BrC1=CC=C2N=CC(=NC2=C1)N1C(CN(CC1)C(=O)OC(C)(C)C)=O (1,1-dimethylethyl 4-(7-bromo-2-quinoxalinyl)-3-oxo-1-piperazinecarboxylate), CC1(OB(OC1(C)C)C=1C=C(C=NC1)NS(=O)(=O)C1=CC=CC=C1)C (N-[5-(4,4,5,5-tetramethyl-1,3,2-dioxaborolan-2-yl)-3-pyridinyl]benzenesulfonamide), C([O-])(O)=O.[Na+] (sodium bicarbonate). Solvent: O1CCOCC1 (1,4-dioxane). Yields the product O=C1CN(CCN1C1=NC2=CC(=CC=C2N=C1)C=1C=NC=C(C1)NS(=O)(=O)C1=CC=CC=C1)C(=O)OC(C)(C)C (1,1-dimethylethyl 3-oxo-4-(7-{5-[(phenylsulfonyl)amino]-3-pyridinyl}-2-quinoxalinyl)-1-piperazinecarboxylate). Yield: 20.6%. RXN SMILES: Br[C:2]1[CH:11]=[C:10]2[C:5]([N:6]=[CH:7][C:8]([N:12]3[CH2:17][CH2:16][N:15]([C:18]([O:20][C:21]([CH3:24])([CH3:23])[CH3:22])=[O:19])[CH2:14][C:13]3=[O:25])=[N:9]2)=[CH:4][CH:3]=1.CC1(C)C(C)(C)OB([C:34]2[CH:35]=[C:36]([NH:40][S:41]([C:44]3[CH:49]=[CH:48][CH:47]=[CH:46][CH:45]=3)(=[O:43])=[O:42])[CH:37]=[N:38][CH:39]=2)O1.C(=O)(O)[O-].[Na+]>O1CCOCC1>[O:25]=[C:13]1[N:12]([C:8]2[CH:7]=[N:6][C:5]3[C:10](=[CH:11][C:2]([C:34]4[CH:39]=[N:38][CH:37]=[C:36]([NH:40][S:41]([C:44]5[CH:45]=[CH:46][CH:47]=[CH:48][CH:49]=5)(=[O:43])=[O:42])[CH:35]=4)=[CH:3][CH:4]=3)[N:9]=2)[CH2:17][CH2:16][N:15]([C:18]([O:20][C:21]([CH3:24])([CH3:23])[CH3:22])=[O:19])[CH2:14]1 |f:2.3|. Procedure details: A slurry of 1,1-dimethylethyl 4-(7-bromo-2-quinoxalinyl)-3-oxo-1-piperazinecarboxylate (1.30 mmol), N-[5-(4,4,5,5-tetramethyl-1,3,2-dioxaborolan-2-yl)-3-pyridinyl]benzenesulfonamide (1.35 mmol), [1,1′-bis(diphenylphosphino)ferrocene]dichloropalladium(II) dichloromethane complex (1:1) (0.10 mmol), in 1,4-dioxane (6 ml) and saturated sodium bicarbonate solution (2 ml) was stirred at 100° C. for 1 hour. The reaction was cooled to ambient temperature, separated the organic layer and purified directl... The reactants are COC1=CC=C(C=C1)C1(CCOCC1)CN(C)C ({[4-(4-methoxyphenyl)-tetrahydro-2H-pyran-4-yl]methyl}dimethylamine), C[S-].[Na+] (Sodium thiomethoxide), [NH4+].[Cl-] (NH4Cl). The solvent is CN(C)C=O (DMF). Conditions: temperature 130 celsius. Yields the product CN(C)CC1(CCOCC1)C1=CC=C(C=C1)O (4-(4-dimethylaminomethyl-tetrahydro-pyran-4-yl)-phenol). Isolated yield 108.4%. RXN SMILES: C[S-].[Na+].C[O:5][C:6]1[CH:11]=[CH:10][C:9]([C:12]2([CH2:18][N:19]([CH3:21])[CH3:20])[CH2:17][CH2:16][O:15][CH2:14][CH2:13]2)=[CH:8][CH:7]=1.[NH4+].[Cl-]>CN(C=O)C>[CH3:21][N:19]([CH2:18][C:12]1([C:9]2[CH:10]=[CH:11][C:6]([OH:5])=[CH:7][CH:8]=2)[CH2:13][CH2:14][O:15][CH2:16][CH2:17]1)[CH3:20] |f:0.1,3.4|. Procedure: To a suspension of Sodium thiomethoxide (49.2 g, 0.702 mol, 5 eq) in DMF (140 ml) was added {[4-(4-methoxyphenyl)-tetrahydro-2H-pyran-4-yl]methyl}dimethylamine (35 g, 0.140 mol) and the resulting mixture was heated to 130° C. Once complete, allowed to cool to ambient temperature and saturated aqueous NH4Cl (525 ml) was added. The resultant was extracted with EtOAc (3×500 ml), dried over MgSO4, filtered and concentrated in vacuo at 35° C. to provide 4-(4-dimethylaminomethyl-tetrahydro-pyran-4-yl)... The reactants are C(CCCCCCCCCCC)SC1=C(N)C=CC=C1 (2-(dodecylthio)aniline), C(C=1C(O)=CC=CC1)=O (salicylaldehyde), resultant solution. The solvent is C(C)O (ethanol). The product is C(CCCCCCCCCCC)SC1=C(N=CC=2C(O)=CC=CC2)C=CC=C1 (2-dodecylthio-N-(salicylidene)aniline). The yield is 97.0%. RXN SMILES: [CH2:1]([S:13][C:14]1[CH:20]=[CH:19][CH:18]=[CH:17][C:15]=1[NH2:16])[CH2:2][CH2:3][CH2:4][CH2:5][CH2:6][CH2:7][CH2:8][CH2:9][CH2:10][CH2:11][CH3:12].[CH:21](=O)[C:22]1[C:23](=[CH:25][CH:26]=[CH:27][CH:28]=1)[OH:24]>C(O)C>[CH2:1]([S:13][C:14]1[CH:20]=[CH:19][CH:18]=[CH:17][C:15]=1[N:16]=[CH:21][C:22]1[C:23](=[CH:25][CH:26]=[CH:27][CH:28]=1)[OH:24])[CH2:2][CH2:3][CH2:4][CH2:5][CH2:6][CH2:7][CH2:8][CH2:9][CH2:10][CH2:11][CH3:12]. Reported procedure: Into a 1-liter flask equipped with condenser, stirrer and thermometer, were placed 220 g (0.75 tool of 2-(dodecylthio)aniline, 200 g of ethanol, and 91.5 g (0.75 mol) of salicylaldehyde. The resultant solution was heated at reflux overnight. Upon cooling, solvent was removed at reduced pressure to afford 290 g (97%) of product as a dark yellow/brown oil. Reactants: CC=1C=C(C(=O)O)C=CC1 (3-methylbenzoic acid), NC=1C=NC=CC1N (3,4-diaminopyridine). Product: CC=1C=C(C=CC1)C=1NC2=C(C=NC=C2)N1 (2-(3-Methylphenyl)imidazo[4,5-c]pyridine). Isolated yield 70.0%. Reaction SMILES: [CH3:1][C:2]1[CH:3]=[C:4]([CH:8]=[CH:9][CH:10]=1)[C:5](O)=O.[NH2:11][C:12]1[CH:13]=[N:14][CH:15]=[CH:16][C:17]=1[NH2:18]>>[CH3:1][C:2]1[CH:3]=[C:4]([C:5]2[NH:18][C:17]3[CH:16]=[CH:15][N:14]=[CH:13][C:12]=3[N:11]=2)[CH:8]=[CH:9][CH:10]=1. Procedure details: The title compound was prepared in 70% yield according to the procedure in Example 1 using 3-methylbenzoic acid and 3,4-diaminopyridine. Crystallization from methanol/water afforded light tan crystals, m.p. about 202.5°-204° C. The reactants are B(Br)(Br)Br (boron tribromide), Br.NC=1C(=C(C=CC1)C=1C=C(SC1)C(=O)O)OC (4-(3-Amino-2-methoxy-phenyl)-thiophene-2-carboxylic acid hydrobromide), CO (methanol). Solvent: ClCCl (dichloromethane). Reaction conditions: time 0.5 hour. The product is Br.NC=1C(=C(C=CC1)C=1C=C(SC1)C(=O)O)O (4-(3-amino-2-hydroxy-phenyl)-thiophene-2-carboxylic acid hydrobromide). The yield is 17.5%. RXN SMILES: Br.[NH2:2][C:3]1[C:4]([O:17]C)=[C:5]([C:9]2[CH:10]=[C:11]([C:14]([OH:16])=[O:15])[S:12][CH:13]=2)[CH:6]=[CH:7][CH:8]=1.B(Br)(Br)[Br:20].CO>ClCCl>[BrH:20].[NH2:2][C:3]1[C:4]([OH:17])=[C:5]([C:9]2[CH:10]=[C:11]([C:14]([OH:16])=[O:15])[S:12][CH:13]=2)[CH:6]=[CH:7][CH:8]=1 |f:0.1,5.6|. Reported procedure: 4-(3-Amino-2-methoxy-phenyl)-thiophene-2-carboxylic acid hydrobromide 19b (360 mg, 1.45 mmol) was dissolved in 5 mL of dichloromethane followed by dropwise addition of boron tribromide (2.8 mL, 5.6 mmol). The reaction mixture was reacted at room temperature for 4.5 hours. The reaction mixture was added with 5 mL of methanol and concentrated under reduced pressure. The residue was diluted with 10 mL of ethyl acetate and stirred for 0.5 hours. The mixture was filtered and the filter cake was dried... The reactants are NC1=NC=NC2=CC(=CC=C12)CN1C(C(NCC1)CC)=O (1-(4-aminoquinazoline-7-ylmethyl)-3-ethyl-piperazine-2-one), ClC1=CC=C(S1)CCC=O (3-(5-chloro-thiophen-2-yl)-propionaldehyde). The product is NC1=NC=NC2=CC(=CC=C12)CN1C([C@@H](N(CC1)C(C)CC=1SC(=CC1)Cl)CC)=O (1-(4-Amino-quinazolin-7-ylmethyl)-4-[3-(5-chloro-thiophen-2-yl)-2-propyl]-3-(S)-ethyl-piperazin-2-one). Reaction SMILES: [NH2:1][C:2]1[C:11]2[C:6](=[CH:7][C:8]([CH2:12][N:13]3[CH2:18][CH2:17][NH:16][CH:15]([CH2:19][CH3:20])[C:14]3=[O:21])=[CH:9][CH:10]=2)[N:5]=[CH:4][N:3]=1.[Cl:22][C:23]1[S:27][C:26]([CH2:28][CH2:29][CH:30]=O)=[CH:25][CH:24]=1>>[NH2:1][C:2]1[C:11]2[C:6](=[CH:7][C:8]([CH2:12][N:13]3[CH2:18][CH2:17][N:16]([CH:29]([CH2:28][C:26]4[S:27][C:23]([Cl:22])=[CH:24][CH:25]=4)[CH3:30])[C@@H:15]([CH2:19][CH3:20])[C:14]3=[O:21])=[CH:9][CH:10]=2)[N:5]=[CH:4][N:3]=1. Procedure: The title compound is prepared as described in EXAMPLE 278 using 1-(4-aminoquinazoline-7-ylmethyl)-3-ethyl-piperazine-2-one, EXAMPLE 77 and 3-(5-chloro-thiophen-2-yl)-propionaldehyde, EXAMPLE 28. 1H NMR (d6-DMSO+1 drop TFA, 300 MHz) δ9.80 (bs, 2H), 8.79 (s, 1H), 8.32 (d, 1H), 7.58 (m, 2H), 6.88 (d, 1H), 6.70 (d, 1H), 4.72 (AB, 2H), 4.00 (m, 1H), 3.72 (m, 1H), 3.48 (m, 2H), 3.23 (m, 3H), 2.72 (m, 2H), 1.96 (m, 4H), 0.98 (m, 3H). MS (ion spray), m/z, (M+H)=444, 446 (Cl pattern). The reactants are C=CCC(c1ccc(OCOC)cc1O)C(CC)(CO)c1ccc(OCOC)cc1, C1COCCO1, Cc1ccccc1, CCOC(=O)N=NC(=O)OCC, O, c1ccc(P(c2ccccc2)c2ccccc2)cc1. The product is C=CCC1c2ccc(OCOC)cc2OCC1(CC)c1ccc(OCOC)cc1. As a reaction SMILES: [CH2:13]([CH3:14])[C:15]([CH2:16][OH:17])([CH:18]([CH2:19][CH:20]=[CH2:21])[c:22]1[c:23]([OH:32])[cH:24][c:25]([O:28][CH2:29][O:30][CH3:31])[cH:26][cH:27]1)[c:33]1[cH:34][cH:35][c:36]([O:39][CH2:40][O:41][CH3:42])[cH:37][cH:38]1.[CH2:70]1[O:71][CH2:72][CH2:73][O:74][CH2:75]1.[CH3:63][c:64]1[cH:65][cH:66][cH:67][cH:68][cH:69]1.[O:1]=[C:2]([O:3][CH2:4][CH3:5])[N:6]=[N:7][C:8]([O:9][CH2:10][CH3:11])=[O:12].[OH2:62].[c:43]1([P:44]([c:45]2[cH:46][cH:47][cH:48][cH:49][cH:50]2)[c:51]2[cH:52][cH:53][cH:54][cH:55][cH:56]2)[cH:57][cH:58][cH:59][cH:60][cH:61]1>>[CH2:13]([CH3:14])[C:15]1([c:33]2[cH:34][cH:35][c:36]([O:39][CH2:40][O:41][CH3:42])[cH:37][cH:38]2)[CH2:16][O:32][c:23]2[c:22]([cH:27][cH:26][c:25]([O:28][CH2:29][O:30][CH3:31])[cH:24]2)[CH:18]1[CH2:19][CH:20]=[CH2:21]. The reactants are COC1=CC=C(C=C1)CC(C)NCC ([2-(4-methoxyphenyl)-1-methylethyl]ethylamine), O=C1N(CCCCC1)CC=O ((2-oxo-azepan-1-yl)acetaldehyde), C(C)(=O)O[BH-](OC(C)=O)OC(C)=O.[Na+] (sodium triacetoxyborohydride). The solvent is ClCCCl (1,2-dichloroethane). Conditions: time 60 hour. Yields the product C(C)N(CCN1C(CCCCC1)=O)C(CC1=CC=C(C=C1)OC)C (1-(2-{ethyl-[2-(4-methoxyphenyl)-1-methylethyl]amino}ethyl)-azepan-2-one). The yield is 91.9%. As a reaction SMILES: [CH3:1][O:2][C:3]1[CH:8]=[CH:7][C:6]([CH2:9][CH:10]([NH:12][CH2:13][CH3:14])[CH3:11])=[CH:5][CH:4]=1.[O:15]=[C:16]1[CH2:22][CH2:21][CH2:20][CH2:19][CH2:18][N:17]1[CH2:23][CH:24]=O.C(O[BH-](OC(=O)C)OC(=O)C)(=O)C.[Na+]>ClCCCl>[CH2:13]([N:12]([CH:10]([CH3:11])[CH2:9][C:6]1[CH:7]=[CH:8][C:3]([O:2][CH3:1])=[CH:4][CH:5]=1)[CH2:24][CH2:23][N:17]1[CH2:18][CH2:19][CH2:20][CH2:21][CH2:22][C:16]1=[O:15])[CH3:14] |f:2.3|. Reported procedure: A mixture of [2-(4-methoxyphenyl)-1-methylethyl]ethylamine (0.53 g, 2.75 mmole), (2-oxo-azepan-1-yl)acetaldehyde (0.5 g, 3.2 mmole), and sodium triacetoxyborohydride (0.88 g, 4.1 mmole) in 1,2-dichloroethane (15 mL) was stirred at room temperature for 60 hours. The mixture was concentrated, and the residue was partitioned between diethyl ether (50 mL) and saturated aqueous sodium bicarbonate (25 mL). The organic solution was extracted with 5% hydrochloric acid (20 mL), and the aqueous acidic pha... The reactants are N1=CC=CC=C1 (pyridine), C(C1=CC=CC=C1)NCC1=C(C=C(C=C1)Br)Cl (benzyl-(4-bromo-2-chlorobenzyl)amine), S1C(=CC=C1)CC(=O)Cl (2-thiophen-2-ylacetyl chloride). The solvent is C(Cl)Cl (CH2Cl2), C(Cl)Cl (CH2Cl2). Run at time 4 hour. Product: C(C1=CC=CC=C1)N(C(CC=1SC=CC1)=O)CC1=C(C=C(C=C1)Br)Cl (2-Thiophen-2-ylacetic acid benzyl-(4-bromo-2-chlorobenzyl)amide). As a reaction SMILES: [CH2:1]([NH:8][CH2:9][C:10]1[CH:15]=[CH:14][C:13]([Br:16])=[CH:12][C:11]=1[Cl:17])[C:2]1[CH:7]=[CH:6][CH:5]=[CH:4][CH:3]=1.N1C=CC=CC=1.[S:24]1[CH:28]=[CH:27][CH:26]=[C:25]1[CH2:29][C:30](Cl)=[O:31]>C(Cl)Cl>[CH2:1]([N:8]([CH2:9][C:10]1[CH:15]=[CH:14][C:13]([Br:16])=[CH:12][C:11]=1[Cl:17])[C:30](=[O:31])[CH2:29][C:25]1[S:24][CH:28]=[CH:27][CH:26]=1)[C:2]1[CH:7]=[CH:6][CH:5]=[CH:4][CH:3]=1. Procedure: 580 mg of benzyl-(4-bromo-2-chlorobenzyl)amine are dissolved in 10 ml of CH2Cl2 (anhydrous) and treated first with 300 μl of pyridine, then with 330 mg of 2-thiophen-2-ylacetyl chloride. The mixture is stirred at RT for 4 h, then diluted with 100 ml of CH2Cl2 and washed with 50 ml of a saturated aqueous Na2CO3 solution. It is dried over MgSO4 and the solvent is removed in vacuo. It is chromatographed on silica gel using DIP and 490 mg of a colorless oil are obtained.